This data is from the Open Reaction Database (ORD), a public repository of structured organic reaction records. The task is: describe an organic reaction: reactants, conditions, products, and yield Starting materials: O=C([O-])[O-], CCOC(=O)c1[nH]c2ccc(C)nc2c1-c1cccnc1OC, CCOC(C)=O, [Cs+], [Cs+], Fc1ccccc1CCl, CN(C)C=O, O. Product: CCOC(=O)c1c(-c2cccnc2OC)c2nc(C)ccc2n1Cc1ccccc1F. Reaction SMILES: [C:33](=[O:34])([O-:35])[O-:36].[CH2:1]([CH3:2])[O:3][C:4](=[O:5])[c:6]1[c:7](-[c:16]2[c:17]([O:22][CH3:23])[n:18][cH:19][cH:20][cH:21]2)[c:8]2[n:9][c:10]([CH3:15])[cH:11][cH:12][c:13]2[nH:14]1.[CH3:44][CH2:45][O:46][C:47](=[O:48])[CH3:49].[Cs+:37].[Cs+:38].[F:24][c:25]1[c:26]([CH2:27][Cl:28])[cH:29][cH:30][cH:31][cH:32]1.[O:39]=[CH:40][N:41]([CH3:42])[CH3:43].[OH2:50]>>[CH2:1]([CH3:2])[O:3][C:4](=[O:5])[c:6]1[c:7](-[c:16]2[c:17]([O:22][CH3:23])[n:18][cH:19][cH:20][cH:21]2)[c:8]2[n:9][c:10]([CH3:15])[cH:11][cH:12][c:13]2[n:14]1[CH2:27][c:26]1[c:25]([F:24])[cH:32][cH:31][cH:30][cH:29]1.